This data is from the Open Reaction Database (ORD), a public repository of structured organic reaction records. The task is: describe an organic reaction: reactants, conditions, products, and yield Starting materials: C=C(Br)CBr, C1CCOC1, CC(C)[N-]C(C)C, [Li+], CC(C)(C)OC(=O)N1CCCC1=O. Yields the product C=C(Br)CC1CCN(C(=O)OC(C)(C)C)C1=O. Reaction SMILES: [Br:22][C:23](=[CH2:24])[CH2:25][Br:26].[CH2:27]1[O:28][CH2:29][CH2:30][CH2:31]1.[CH:14]([N-:15][CH:16]([CH3:17])[CH3:18])([CH3:19])[CH3:20].[Li+:21].[O:1]=[C:2]1[N:3]([C:7](=[O:8])[O:9][C:10]([CH3:11])([CH3:12])[CH3:13])[CH2:4][CH2:5][CH2:6]1>>[O:1]=[C:2]1[N:3]([C:7](=[O:8])[O:9][C:10]([CH3:11])([CH3:12])[CH3:13])[CH2:4][CH2:5][CH:6]1[CH2:25][C:23]([Br:22])=[CH2:24]. The reactants are N#CCc1ccc(OC(F)(F)F)cc1, [H][H], [Ni]. The product is NCCc1ccc(OC(F)(F)F)cc1. RXN SMILES: [F:1][C:2]([O:3][c:4]1[cH:5][cH:6][c:7]([CH2:10][C:11]#[N:12])[cH:8][cH:9]1)([F:13])[F:14].[H:15][H:16].[Ni:17]>>[F:1][C:2]([O:3][c:4]1[cH:5][cH:6][c:7]([CH2:10][CH2:11][NH2:12])[cH:8][cH:9]1)([F:13])[F:14]. Starting materials: ClC1=C(C(=NC2=CC(=CC=C12)F)C1=NC=CC(=C1)C)C (4-chloro-7-fluoro-3-methyl-2-(4-methylpyridin-2-yl)quinoline), CC1(CNC=2C1=NC=C(C2)N2CCOCC2)C (4-(3,3-dimethyl-2,3-dihydro-1H-pyrrolo[3,2-b]pyridin-6-yl)morpholine), CC(C)C1=CC(=C(C(=C1)C(C)C)C2=C(C=CC=C2)P(C3CCCCC3)C4CCCCC4)C(C)C (XPhos), CC(C)([O-])C.[Na+] (sodium tert butoxide). The reagents and catalysts are C=1C=CC(=CC1)/C=C/C(=O)/C=C/C2=CC=CC=C2.C=1C=CC(=CC1)/C=C/C(=O)/C=C/C2=CC=CC=C2.C=1C=CC(=CC1)/C=C/C(=O)/C=C/C2=CC=CC=C2.[Pd].[Pd] (Pd2dba3). The solvent is C1(=CC=CC=C1)C (toluene). The product is CC1(CN(C=2C1=NC=C(C2)N2CCOCC2)C2=C(C(=NC1=CC(=CC=C21)F)C2=NC=CC(=C2)C)C)C (4-(3,3-dimethyl-6-(4-morpholinyl)-2,3-dihydro-1H-pyrrolo[3,2-b]pyridin-1-yl)-7-fluoro-3-methyl-2-(4-methyl-2-pyridinyl)quinoline). RXN SMILES: Cl[C:2]1[C:11]2[C:6](=[CH:7][C:8]([F:12])=[CH:9][CH:10]=2)[N:5]=[C:4]([C:13]2[CH:18]=[C:17]([CH3:19])[CH:16]=[CH:15][N:14]=2)[C:3]=1[CH3:20].[CH3:21][C:22]1([CH3:37])[C:26]2=[N:27][CH:28]=[C:29]([N:31]3[CH2:36][CH2:35][O:34][CH2:33][CH2:32]3)[CH:30]=[C:25]2[NH:24][CH2:23]1.CC(C1C=C(C(C)C)C(C2C=CC=CC=2P(C2CCCCC2)C2CCCCC2)=C(C(C)C)C=1)C.CC(C)([O-])C.[Na+]>C1(C)C=CC=CC=1.C1C=CC(/C=C/C(/C=C/C2C=CC=CC=2)=O)=CC=1.C1C=CC(/C=C/C(/C=C/C2C=CC=CC=2)=O)=CC=1.C1C=CC(/C=C/C(/C=C/C2C=CC=CC=2)=O)=CC=1.[Pd].[Pd]>[CH3:21][C:22]1([CH3:37])[C:26]2=[N:27][CH:28]=[C:29]([N:31]3[CH2:36][CH2:35][O:34][CH2:33][CH2:32]3)[CH:30]=[C:25]2[N:24]([C:2]2[C:11]3[C:6](=[CH:7][C:8]([F:12])=[CH:9][CH:10]=3)[N:5]=[C:4]([C:13]3[CH:18]=[C:17]([CH3:19])[CH:16]=[CH:15][N:14]=3)[C:3]=2[CH3:20])[CH2:23]1 |f:3.4,6.7.8.9.10|. Reported procedure: Prepared according to procedure Y by heating 4-chloro-7-fluoro-3-methyl-2-(4-methylpyridin-2-yl)quinoline (70 mg, 0.244 mmol), 4-(3,3-dimethyl-2,3-dihydro-1H-pyrrolo[3,2-b]pyridin-6-yl)morpholine (57.0 mg, 0.244 mmol), XPhos (23.3 mg, 0.049 mmol), Pd2dba3 (22.4 mg, 0.024 mmol) and sodium tert butoxide (46.9 mg, 0.488 mmol) in toluene (2.0 mL) at 110° C. in a microwave reactor for 2 h. After this time the reaction was partitioned between EtOAc (70 mL) and water (30 mL). The separated aqueous laye... Reactants: O=c1[nH]nnn1-c1ccc(OCC(F)(F)F)cc1, CC(O)C1(c2ccc(F)cc2F)CO1, CC(Oc1nnnn1-c1ccc(OCC(F)(F)F)cc1)C1(c2ccc(F)cc2F)CO1. Product: CC(n1nnn(-c2ccc(OCC(F)(F)F)cc2)c1=O)C1(c2ccc(F)cc2F)CO1. Reaction SMILES: [F:15][C:16]([CH2:17][O:18][c:19]1[cH:20][cH:21][c:22](-[n:25]2[n:26][n:27][nH:28][c:29]2=[O:30])[cH:23][cH:24]1)([F:31])[F:32].[F:1][c:2]1[c:3]([C:9]2([CH:12]([CH3:13])[OH:14])[O:10][CH2:11]2)[cH:4][cH:5][c:6]([F:8])[cH:7]1.[F:33][c:34]1[cH:35][c:36]([F:37])[cH:38][cH:39][c:40]1[C:41]1([CH:42]([O:43][c:44]2[n:45](-[c:46]3[cH:47][cH:48][c:49]([O:50][CH2:51][C:52]([F:53])([F:54])[F:55])[cH:56][cH:57]3)[n:58][n:59][n:60]2)[CH3:61])[CH2:62][O:63]1>>[F:1][c:2]1[c:3]([C:9]2([CH:12]([CH3:13])[n:28]3[n:27][n:26][n:25](-[c:22]4[cH:21][cH:20][c:19]([O:18][CH2:17][C:16]([F:15])([F:31])[F:32])[cH:24][cH:23]4)[c:29]3=[O:30])[O:10][CH2:11]2)[cH:4][cH:5][c:6]([F:8])[cH:7]1.